The task is: describe an organic reaction: reactants, conditions, products, and yield. This data is from the Open Reaction Database (ORD), a public repository of structured organic reaction records. The reactants are CCCC[N+](CCCC)(CCCC)CCCC, CCOC(C)=O, CCCC(=O)Nc1nn(COCC[Si](C)(C)C)c2cc(-c3ccc(Cl)cc3)ccc12, [F-], C1CCOC1. Product: CCCC(=O)Nc1n[nH]c2cc(-c3ccc(Cl)cc3)ccc12. As a reaction SMILES: [CH3:2][CH2:3][CH2:4][CH2:5][N+:6]([CH2:7][CH2:8][CH2:9][CH3:10])([CH2:11][CH2:12][CH2:13][CH3:14])[CH2:15][CH2:16][CH2:17][CH3:18].[CH3:49][CH2:50][O:51][C:52](=[O:53])[CH3:54].[Cl:19][c:20]1[cH:21][cH:22][c:23](-[c:26]2[cH:27][cH:28][c:29]3[c:30]([NH:43][C:44]([CH2:45][CH2:46][CH3:47])=[O:48])[n:31][n:32]([CH2:35][O:36][CH2:37][CH2:38][Si:39]([CH3:40])([CH3:41])[CH3:42])[c:33]3[cH:34]2)[cH:24][cH:25]1.[F-:1].[O:55]1[CH2:56][CH2:57][CH2:58][CH2:59]1>>[Cl:19][c:20]1[cH:21][cH:22][c:23](-[c:26]2[cH:27][cH:28][c:29]3[c:30]([NH:43][C:44]([CH2:45][CH2:46][CH3:47])=[O:48])[n:31][nH:32][c:33]3[cH:34]2)[cH:24][cH:25]1. Reactants: COC1=C(OC)C(=O)C(Cc2ccc(OC(C)=O)c(C(=O)Nc3ccc(-n4ccnc4)cc3)c2)=C(C)C1=O, CO, [Na+], O, O=C([O-])O. The product is COC1=C(OC)C(=O)C(Cc2ccc(O)c(C(=O)Nc3ccc(-n4ccnc4)cc3)c2)=C(C)C1=O. RXN SMILES: [CH3:1][O:2][C:3]1=[C:8]([O:9][CH3:10])[C:7](=[O:11])[C:6]([CH2:12][c:13]2[cH:14][cH:15][c:16]([O:33][C:34](=[O:35])[CH3:36])[c:17]([C:18](=[O:19])[NH:20][c:21]3[cH:22][cH:23][c:24](-[n:27]4[cH:28][n:29][cH:30][cH:31]4)[cH:25][cH:26]3)[cH:32]2)=[C:5]([CH3:37])[C:4]1=[O:38].[CH3:44][OH:45].[Na+:39].[OH2:46].[OH:40][C:41](=[O:42])[O-:43]>>[CH3:1][O:2][C:3]1=[C:8]([O:9][CH3:10])[C:7](=[O:11])[C:6]([CH2:12][c:13]2[cH:14][cH:15][c:16]([OH:33])[c:17]([C:18](=[O:19])[NH:20][c:21]3[cH:22][cH:23][c:24](-[n:27]4[cH:28][n:29][cH:30][cH:31]4)[cH:25][cH:26]3)[cH:32]2)=[C:5]([CH3:37])[C:4]1=[O:38].